From a dataset of the Open Reaction Database (ORD), a public repository of structured organic reaction records. describe an organic reaction: reactants, conditions, products, and yield Yields the product Cl.C(C1=CN=CC=C1)(=O)OCCSSCCC1=CC2=C(OCO2)C=C1 (2-[{2-(1,3-Benzodioxol-5-yl)ethyl}dithio]ethyl nicotinate hydrochloride). Solvent: C(C)(=O)OCC (ethyl acetate), C(C)(=O)OCC (ethyl acetate). RXN SMILES: [C:1]([O:9][CH2:10][CH2:11][S:12][S:13][CH2:14][CH2:15][C:16]1[CH:24]=[CH:23][C:19]2[O:20][CH2:21][O:22][C:18]=2[CH:17]=1)(=[O:8])[C:2]1[CH:7]=[CH:6][CH:5]=[N:4][CH:3]=1.[ClH:25]>C(OCC)(=O)C>[ClH:25].[C:1]([O:9][CH2:10][CH2:11][S:12][S:13][CH2:14][CH2:15][C:16]1[CH:24]=[CH:23][C:19]2[O:20][CH2:21][O:22][C:18]=2[CH:17]=1)(=[O:8])[C:2]1[CH:7]=[CH:6][CH:5]=[N:4][CH:3]=1 |f:3.4|. Procedure: 2.5 g of the 2-[{2-(1,3-benzodioxol-5-yl)ethyl}-dithio]ethyl nicotinate prepared in Example 3 was dissolved in 20 ml of ethyl acetate, followed by the addition of a solution of hydrochloric acid in ethyl acetate. The mixture was distilled to remove the solvent. The residue was dissolved in a methanol/ethanol mixture, followed by the filtration. The filtrate was concentrated and recrystallized from an ethanol/isopropyl ether mixture to obtain 2.5 g of the title compound as a colorless crystal. The reactants are C(C1=CN=CC=C1)(=O)OCCSSCCC1=CC2=C(OCO2)C=C1 (2-[{2-(1,3-Benzodioxol-5-yl)ethyl}dithio]ethyl nicotinate), Cl (hydrochloric acid). Reactants: FC1=C(C=CC=C1)[N+](=O)[O-] (1-Fluoro-2-nitro-benzene), NC1=C(C(=O)O)C=CC=C1 (2-Amino-benzoic acid), C(=O)([O-])[O-].[Na+].[Na+] (Na2CO3), O (water). Solvent: CC(=O)O (HOAc). Run at temperature 130 celsius. Product: [N+](=O)([O-])C1=C(C=CC=C1)NC1=C(C(=O)O)C=CC=C1 (2-(2-Nitro-phenylamino)-benzoic acid). Yield: 43.4%. RXN SMILES: F[C:2]1[CH:7]=[CH:6][CH:5]=[CH:4][C:3]=1[N+:8]([O-:10])=[O:9].[NH2:11][C:12]1[CH:20]=[CH:19][CH:18]=[CH:17][C:13]=1[C:14]([OH:16])=[O:15].C([O-])([O-])=O.[Na+].[Na+].O>CC(O)=O>[N+:8]([C:3]1[CH:4]=[CH:5][CH:6]=[CH:7][C:2]=1[NH:11][C:12]1[CH:20]=[CH:19][CH:18]=[CH:17][C:13]=1[C:14]([OH:16])=[O:15])([O-:10])=[O:9] |f:2.3.4|. Procedure: 1-Fluoro-2-nitro-benzene (0.53 mL, 5.0 mmol), 2-Amino-benzoic acid (750 mg, 5.5 mmol) and Na2CO3 (420 mg, 4.0 mmol) are added together in reaction flask and the mixture is heated at 130° C. for 60 hrs. After it is cooled down to room temperature, 50 mL of water is added and HOAc is used to adjust the pH to slightly acidic. Then the mixture is extracted with EtOAc (3×50 mL) and the organic layers are combined, washed with water (3×50 mL), dried (Na2SO4) and concentrated to give crude product. Pur... Starting materials: C([O-])([O-])=O.[Co+2] (cobalt (II) carbonate), C(C=1C(O)=CC=CC1)=O (salicylaldehyde), CN1C=NC=C1 (1-methyl imidazole). The product is CN1C=NC=C1.CN1C=NC=C1.[Co+2].C(C=1C(O)=CC=CC1)=O.C(C=1C(O)=CC=CC1)=O (bis-(salicylaldehyde)-cobalt (II) di(1-methylimidazole)). Yield: 97.0%. As a reaction SMILES: C(=O)([O-])[O-].[Co+2:5].[CH:6](=[O:14])[C:7]1[C:8](=[CH:10][CH:11]=[CH:12][CH:13]=1)[OH:9].[CH3:15][N:16]1[CH:20]=[CH:19][N:18]=[CH:17]1>>[CH3:15][N:16]1[CH:20]=[CH:19][N:18]=[CH:17]1.[CH3:15][N:16]1[CH:20]=[CH:19][N:18]=[CH:17]1.[Co+2:5].[CH:6](=[O:14])[C:7]1[C:8](=[CH:10][CH:11]=[CH:12][CH:13]=1)[OH:9].[CH:6](=[O:14])[C:7]1[C:8](=[CH:10][CH:11]=[CH:12][CH:13]=1)[OH:9] |f:0.1,4.5.6.7.8|. Procedure details: 1 mole of cobalt (II) carbonate was thoroughly mixed with 2 moles of salicylaldehyde with an excess of 1-methyl imidazole at moderate temperatures using the procedure of Example 1 to obtain a 97% yield of bis-(salicylaldehyde)-cobalt (II) di(1-methylimidazole)